Dataset: the Open Reaction Database (ORD), a public repository of structured organic reaction records. Task: describe an organic reaction: reactants, conditions, products, and yield Reactants: CCNc1nc(OC)c(C(=O)OC)nc1Cl, Cl, [Na+], [OH-], O. Yields the product CCNc1nc(OC)c(C(=O)O)nc1Cl. As a reaction SMILES: [Cl:3][c:4]1[c:5]([NH:16][CH2:17][CH3:18])[n:6][c:7]([O:14][CH3:15])[c:8]([C:10](=[O:11])[O:12][CH3:13])[n:9]1.[ClH:19].[Na+:2].[OH-:1].[OH2:20]>>[Cl:3][c:4]1[c:5]([NH:16][CH2:17][CH3:18])[n:6][c:7]([O:14][CH3:15])[c:8]([C:10](=[O:11])[OH:12])[n:9]1. The reactants are ClCC(=O)N1C2=C(N(C([C@@H]3[C@H]1CCC3)=O)CC3=CC=C(C=C3)NC(=O)OC3=CC=CC=C3)C=CC=C2 ((3aR*,10aS*)-4-(Chloroacetyl)-9-[4-(phenoxycarbonylamino)benzyl]-2,3,3a,4,9,10a-hexahydrobenzo[b]cyclopenta[e][1,4]diazepin-10(1H)-one), NCC1=CC=NC=C1 (4-(aminomethyl)pyridine), C1(C=2C(C(N1)=O)=CC=CC2)=O.[K] (potassium phthalimide). The solvent is O (water), C(C)(=O)OCC (ethyl acetate), C(C)(=O)OCC (ethyl acetate), O (water), CN(C)C=O (DMF). Conditions: time 44 hour. The product is C1(C=2C(C(N1CC(=O)N1C3=C(N(C([C@@H]4[C@H]1CCC4)=O)CC4=CC=C(C=C4)NC(=O)NCC4=CC=NC=C4)C=CC=C3)=O)=CC=CC2)=O ((3aR*,10aS*)-4-(Phthalimidoacetyl)-9-[4-[3-(4-pyridylmethyl)ureido]benzyl]-2,3,3a,4,9,10a-hexahydro-benzo[b]cyclopenta[e][1,4]diazepin-10(1H)-one). Yield: 17.5%. RXN SMILES: Cl[CH2:2][C:3]([N:5]1[C@@H:11]2[CH2:12][CH2:13][CH2:14][C@@H:10]2[C:9](=[O:15])[N:8]([CH2:16][C:17]2[CH:22]=[CH:21][C:20]([NH:23][C:24](OC3C=CC=CC=3)=[O:25])=[CH:19][CH:18]=2)[C:7]2[CH:33]=[CH:34][CH:35]=[CH:36][C:6]1=2)=[O:4].[NH2:37][CH2:38][C:39]1[CH:44]=[CH:43][N:42]=[CH:41][CH:40]=1.[C:45]1(=[O:55])[NH:49][C:48](=[O:50])[C:47]2=[CH:51][CH:52]=[CH:53][CH:54]=[C:46]12.[K]>CN(C=O)C.C(OCC)(=O)C.O>[C:45]1(=[O:55])[N:49]([CH2:2][C:3]([N:5]2[C@@H:11]3[CH2:12][CH2:13][CH2:14][C@@H:10]3[C:9](=[O:15])[N:8]([CH2:16][C:17]3[CH:18]=[CH:19][C:20]([NH:23][C:24]([NH:37][CH2:38][C:39]4[CH:44]=[CH:43][N:42]=[CH:41][CH:40]=4)=[O:25])=[CH:21][CH:22]=3)[C:7]3[CH:33]=[CH:34][CH:35]=[CH:36][C:6]2=3)=[O:4])[C:48](=[O:50])[C:47]2=[CH:51][CH:52]=[CH:53][CH:54]=[C:46]12 |f:2.3,^1:55|. Procedure: To a solution of (3aR*,10aS*)-4-(Chloroacetyl)-9-[4-(phenoxycarbonylamino)benzyl]-2,3,3a,4,9,10a-hexahydrobenzo[b]cyclopenta[e][1,4]diazepin-10(1H)-one (151 mg, 0.3 mmol) in DMF (1.5 mL) was added 4-(aminomethyl)pyridine (30 μL, 0.3 mmol) and the mixture was stirred at room temperature for 44 hours. This reaction mixture was diluted with ethyl acetate and water, and the aqueous layer was extracted with 2 portions of ethyl acetate. The pooled organic layer was washed with water and saturated aque... The reactants are C(C1=CC=CC=C1)N1CCC(CC1)C(CC(CC1=CC(=C(C=C1)F)F)=O)=O (1-(1-benzylpiperidin-4-yl)-4-(3,4-difluorophenyl)butane-1,3-dione), C(C(=O)O)(=O)O.C(C)NN (ethylhydrazine oxalate), CCOC(=O)C (EtOAc). Solvent: hexanes, CCN(CC)CC (Et3N). Run at time 3.54 minute. Yields the product FC=1C=C(CC2=NN(C(=C2)C2CCN(CC2)CC2=CC=CC=C2)CC)C=CC1F (4-(3-(3,4-Difluorobenzyl)-1-ethyl-(1H-pyrazol-5-yl))-1-benzyl-piperidine). Reaction SMILES: [CH2:1]([N:8]1[CH2:13][CH2:12][CH:11]([C:14](=O)[CH2:15][C:16](=O)[CH2:17][C:18]2[CH:23]=[CH:22][C:21]([F:24])=[C:20]([F:25])[CH:19]=2)[CH2:10][CH2:9]1)[C:2]1[CH:7]=[CH:6][CH:5]=[CH:4][CH:3]=1.C(O)(=O)C(O)=O.[CH2:34]([NH:36][NH2:37])[CH3:35].CCOC(C)=O>CCN(CC)CC>[F:25][C:20]1[CH:19]=[C:18]([CH:23]=[CH:22][C:21]=1[F:24])[CH2:17][C:16]1[CH:15]=[C:14]([CH:11]2[CH2:12][CH2:13][N:8]([CH2:1][C:2]3[CH:7]=[CH:6][CH:5]=[CH:4][CH:3]=3)[CH2:9][CH2:10]2)[N:36]([CH2:34][CH3:35])[N:37]=1 |f:1.2|. Procedure details: The title compound was prepared from 1-(1-benzylpiperidin-4-yl)-4-(3,4-difluorophenyl)butane-1,3-dione and ethylhydrazine oxalate using a procedure similar to that described in Example 1, Step B. RF: 0.29 (2:1 EtOAc to hexanes with 1% (v/v) Et3N). It was the fast-eluting isomer on silica gel. 1H NMR (500 MHz, CDCl3): δ7.29˜7.33 (m, 4H), 7.23˜7.28 (m, 1H), 7.05˜7.14 (m, 2H), 6.97˜7.01 (m, 1H), 5.86 (s, 1H), 4.06 (q, 7.2 Hz, 2H), 3.84 (s, 2H), 3.55 (s, 2H), 2.97 (br d, 11.9 Hz, H), 2.64 (tt, 12.1 ... The reactants are C(=O)([O-])[O-].[Na+].[Na+] (Na2CO3), BrC=1C=CC(=C(C1)[C@@]1(CS(CC(N1)=O)(=O)=O)C)F ((R)-5-(5-bromo-2-fluoro-phenyl)-5-methyl-1,1-dioxo-1λ6-thio morpholin-3-one), FC(C(=O)O)(F)F (trifluoroacetic acid), FC(S(=O)(=O)O)(F)F (trifluoromethanesulfonic acid). Conditions: temperature 23 celsius, time 2 hour. Product: BrC=1C=CC(=C(C1)[C@@]1(CS(C(C(N1)=O)(C)C)(=O)=O)C)F ((R)-5-(5-bromo-2-fluoro-phenyl)-2,2,5-trimethyl-1,1-dioxo-1λ6-thio morpholin-3-one). Yield: 94.2%. As a reaction SMILES: [Br:1][C:2]1[CH:3]=[CH:4][C:5]([F:18])=[C:6]([C@@:8]2([CH3:17])[NH:13][C:12](=O)[CH2:11][S:10](=[O:16])(=[O:15])[CH2:9]2)[CH:7]=1.F[C:20](F)(F)C(O)=O.FC(F)(F)S(O)(=O)=O.[C:34]([O-:37])([O-])=O.[Na+].[Na+]>>[Br:1][C:2]1[CH:3]=[CH:4][C:5]([F:18])=[C:6]([C@@:8]2([CH3:17])[NH:13][C:34](=[O:37])[C:11]([CH3:20])([CH3:12])[S:10](=[O:16])(=[O:15])[CH2:9]2)[CH:7]=1 |f:3.4.5|. Procedure: A mixture of (R)-5-(5-bromo-2-fluoro-phenyl)-5-methyl-1,1-dioxo-1λ6-thio morpholin-3-one (2.1 g, 4.08 mmol, Eq: 1.00) and trifluoroacetic acid (46.5 g, 31.5 ml, 408 mmol, Eq: 100) was stirred at 23° C. After 1 hour trifluoromethanesulfonic acid (1.23 g, 725 μl, 8.16 mmol, Eq: 2.0) was added and stirring continued for 2 hours. Poured into 1 M Na2CO3-sol. and extracted twice with ethyl acetate. The combined organic layers were dried over Na2SO4, filtered and evaporated. The residue was chromatogra... The reactants are C#CCBr, CS(C)=O, Cn1nc(-c2cc3c(cc2F)NC(=O)CO3)c(Cl)c1C(F)(F)F, [K+], [K+], O=C([O-])[O-], O. Product: C#CCN1C(=O)COc2cc(-c3nn(C)c(C(F)(F)F)c3Cl)c(F)cc21. RXN SMILES: [CH2:30]([C:31]#[CH:32])[Br:33].[CH3:34][S:35]([CH3:36])=[O:37].[Cl:1][c:2]1[c:3](-[c:12]2[cH:13][c:14]3[c:15]([cH:21][c:22]2[F:23])[NH:16][C:17](=[O:20])[CH2:18][O:19]3)[n:4][n:5]([CH3:11])[c:6]1[C:7]([F:8])([F:9])[F:10].[K+:24].[K+:25].[O-:26][C:27]([O-:28])=[O:29].[OH2:38]>>[Cl:1][c:2]1[c:3](-[c:12]2[cH:13][c:14]3[c:15]([cH:21][c:22]2[F:23])[N:16]([CH2:32][C:31]#[CH:30])[C:17](=[O:20])[CH2:18][O:19]3)[n:4][n:5]([CH3:11])[c:6]1[C:7]([F:8])([F:9])[F:10]. The reactants are FC1=CC=C(C=C1)C1=C(CCCC1)OS(=O)(=O)C(F)(F)F (Trifluoro-methanesulfonic acid 2-(4-fluoro-phenyl)-cyclohex-1-enyl ester), ClC1=NC=CC(=C1)B1OC(C(O1)(C)C)(C)C (2-Chloro-4-(4,4,5,5-tetramethyl-[1,3,2]dioxaborolan-2-yl)-pyridine), C([O-])([O-])=O.[Na+].[Na+] (Sodium Carbonate), CN(C)C=O (DMF). Reagents/catalysts: C1([P]([Pd][P](C2=CC=CC=C2)(C3=CC=CC=C3)C4=CC=CC=C4)(C5=CC=CC=C5)C6=CC=CC=C6)=CC=CC=C1 (Bis(triphenylphosphine)Palladium). Solvent: O (water). Reaction conditions: temperature 100 celsius. The product is ClC1=NC=CC(=C1)C1=C(CCCC1)C1=CC=C(C=C1)F (2-Chloro-4-[2-(4-fluoro-phenyl)-cyclohex-1-enyl]-pyridine). Isolated yield 58.3%. As a reaction SMILES: [F:1][C:2]1[CH:7]=[CH:6][C:5]([C:8]2[CH2:13][CH2:12][CH2:11][CH2:10][C:9]=2OS(C(F)(F)F)(=O)=O)=[CH:4][CH:3]=1.[Cl:22][C:23]1[CH:28]=[C:27](B2OC(C)(C)C(C)(C)O2)[CH:26]=[CH:25][N:24]=1.C(=O)([O-])[O-].[Na+].[Na+].CN(C=O)C>C1(C=CC=CC=1)[P](C1C=CC=CC=1)(C1C=CC=CC=1)[Pd][P](C1C=CC=CC=1)(C1C=CC=CC=1)C1C=CC=CC=1.O>[Cl:22][C:23]1[CH:28]=[C:27]([C:9]2[CH2:10][CH2:11][CH2:12][CH2:13][C:8]=2[C:5]2[CH:6]=[CH:7][C:2]([F:1])=[CH:3][CH:4]=2)[CH:26]=[CH:25][N:24]=1 |f:2.3.4,^1:54,68|. Reported procedure: Trifluoro-methanesulfonic acid 2-(4-fluoro-phenyl)-cyclohex-1-enyl ester (200 mg, 0.62 mmol), 2-Chloro-4-(4,4,5,5-tetramethyl-[1,3,2]dioxaborolan-2-yl)-pyridine (162 mg, 0.68 mmol), Bis(triphenylphosphine)Palladium (II) dichloride (43 mg, 0.062 mmol), Sodium Carbonate solution (2.0 M, 1.54 mL, 3.1 mmol) and DMF (3 mL) are mixed in a 5 mL microwave tube with a stir bar and the mixture is heated to 100° C. in microwave reactor for 30 min. The mixture is poured to water (10 mL) and extracted with E... The reactants are C(C)(C)[N-]C(C)C.[Li+] (lithium diisopropylamide), O=C1CC2CCOC(N12)(C)C (8-oxo-2,2-dimethyl-3-oxa-1-azabicyclo[4.2.0]octane), C(C)(=O)Cl (acetyl chloride), P(=O)([O-])([O-])[O-] (phosphate), CN(C=O)C (N,N-dimethylformamide). Solvent: O1CCCC1 (tetrahydrofuran), O1CCCC1 (tetrahydrofuran). Run at temperature -78 celsius, time 5 minute. Yields the product O=C1C(C2CCOC(N12)(C)C)=COC(C)=O (8-Oxo-7-acetoxymethylene-2,2-dimethyl-3-oxa-1-azabicyclo[4.2.0]octane). The yield is 45.0%. Reaction SMILES: C([N-]C(C)C)(C)C.[Li+].[O:9]=[C:10]1[N:17]2[CH:12]([CH2:13][CH2:14][O:15][C:16]2([CH3:19])[CH3:18])[CH2:11]1.CN(C)[CH:22]=[O:23].[C:25](Cl)(=[O:27])[CH3:26].P([O-])([O-])([O-])=O>O1CCCC1>[O:9]=[C:10]1[N:17]2[CH:12]([CH2:13][CH2:14][O:15][C:16]2([CH3:19])[CH3:18])[C:11]1=[CH:22][O:23][C:25](=[O:27])[CH3:26] |f:0.1|. Procedure details: To a solution of 2.0 equivalents of freshly prepared lithium diisopropylamide in 5 ml anhydrous tetrahydrofuran under nitrogen atmosphere at -78° C. is added a solution of 8-oxo-2,2-dimethyl-3-oxa-1-azabicyclo[4.2.0]octane (98 mg., 0.629 mmmole) in 2 ml anhydrous tetrahydrofuran which has been cooled to -78° C. After two minutes excess anhydrous N,N-dimethylformamide (460 mg, 6.29 mmole) is added followed immediately by distilled and degassed acetyl chloride (148 mg, 1.89 mmole) which has been c...